Dataset: the Open Reaction Database (ORD), a public repository of structured organic reaction records. Task: describe an organic reaction: reactants, conditions, products, and yield The reactants are CO (Methanol), ClC1=C(C(=CC=C1)Cl)C1=NOC(=C1COC1=CC=C(C=C1)C1=CC=C2C=CC=C(C2=C1)C(=O)OC)C(C)C (methyl 7-[4-({[3-(2,6-dichlorophenyl)-5-(1-methylethyl)-4-isoxazolyl]methyl}oxy)phenyl]-1-naphthalenecarboxylate), [OH-].[Na+] (sodium hydroxide). The solvent is C1CCOC1 (THF). Reaction conditions: temperature 100 celsius. The product is ClC1=C(C(=CC=C1)Cl)C1=NOC(=C1COC1=CC=C(C=C1)C1=CC=C2C=CC=C(C2=C1)C(=O)O)C(C)C (7-[4-({[3-(2,6-dichlorophenyl)-5-(1-methylethyl)-4-isoxazolyl]methyl}oxy)phenyl]-1-naphthalenecarboxylic acid). Isolated yield 81.1%. RXN SMILES: [Cl:1][C:2]1[CH:7]=[CH:6][CH:5]=[C:4]([Cl:8])[C:3]=1[C:9]1[C:13]([CH2:14][O:15][C:16]2[CH:21]=[CH:20][C:19]([C:22]3[CH:31]=[C:30]4[C:25]([CH:26]=[CH:27][CH:28]=[C:29]4[C:32]([O:34]C)=[O:33])=[CH:24][CH:23]=3)=[CH:18][CH:17]=2)=[C:12]([CH:36]([CH3:38])[CH3:37])[O:11][N:10]=1.CO.[OH-].[Na+]>C1COCC1>[Cl:8][C:4]1[CH:5]=[CH:6][CH:7]=[C:2]([Cl:1])[C:3]=1[C:9]1[C:13]([CH2:14][O:15][C:16]2[CH:21]=[CH:20][C:19]([C:22]3[CH:31]=[C:30]4[C:25]([CH:26]=[CH:27][CH:28]=[C:29]4[C:32]([OH:34])=[O:33])=[CH:24][CH:23]=3)=[CH:18][CH:17]=2)=[C:12]([CH:36]([CH3:38])[CH3:37])[O:11][N:10]=1 |f:2.3|. Procedure: A solution of methyl 7-[4-({[3-(2,6-dichlorophenyl)-5-(1-methylethyl)-4-isoxazolyl]methyl}oxy)phenyl]-1-naphthalenecarboxylate (0.122 g, 0.22 mmol) in THF (2.2 mL) was placed in a microwave reaction tube. Methanol (1.1 mL) was added, followed by 1N sodium hydroxide (0.33 mL, 0.33 mmol). The tube was sealed and heated in a microwave reactor to 100° C. for 600 seconds. The solution was neutralized and concentrated. Water was added and the mixture was filtered. The resulting solid was dried in a va... Reactants: COCC(=O)Cl, Cl, COc1cc(OCC2CC2)c(-c2ncnc3c(C(=O)NC4CCCNC4)c[nH]c23)cc1F. Product: COCC(=O)N1CCCC(NC(=O)c2c[nH]c3c(-c4cc(F)c(OC)cc4OCC4CC4)ncnc23)C1. RXN SMILES: [CH3:34][O:35][CH2:36][C:37](=[O:38])[Cl:39].[ClH:1].[NH:2]1[CH2:3][CH:4]([NH:8][C:9](=[O:10])[c:11]2[cH:12][nH:13][c:14]3[c:15]2[n:16][cH:17][n:18][c:19]3-[c:20]2[c:21]([O:29][CH2:30][CH:31]3[CH2:32][CH2:33]3)[cH:22][c:23]([O:27][CH3:28])[c:24]([F:26])[cH:25]2)[CH2:5][CH2:6][CH2:7]1>>[N:2]1([C:37]([CH2:36][O:35][CH3:34])=[O:38])[CH2:3][CH:4]([NH:8][C:9](=[O:10])[c:11]2[cH:12][nH:13][c:14]3[c:15]2[n:16][cH:17][n:18][c:19]3-[c:20]2[c:21]([O:29][CH2:30][CH:31]3[CH2:32][CH2:33]3)[cH:22][c:23]([O:27][CH3:28])[c:24]([F:26])[cH:25]2)[CH2:5][CH2:6][CH2:7]1. The reactants are OS(=O)(=O)[O-].[K+] (KHSO4), N1(CCCCC1)C(=O)[C@@H]1C[C@@H](CN1)SC(C)=O ((3S,5S)-Thioacetic acid S-[5-(piperidine-1-carbonyl)-pyrrolidin-3-yl] ester), C1=C(C=CC2=CC=CC=C12)S(=O)(=O)Cl (2-naphthalene sulfonylchloride). Reagents/catalysts: CN(C)C=1C=CN=CC1 (DMAP). Solvent: C(Cl)Cl (CH2Cl2). Product: C1=C(C=CC2=CC=CC=C12)S(=O)(=O)N1C[C@H](C[C@H]1C(=O)N1CCCCC1)SC(C)=O ((3S,5S)-Thioacetic acid S-[1-(naphthalene-2-sulfonyl)-5-(piperidine-1-carbonyl)-pyrrolidin-3-yl] ester). The yield is 53.6%. RXN SMILES: [N:1]1([C:7]([C@H:9]2[NH:13][CH2:12][C@@H:11]([S:14][C:15](=[O:17])[CH3:16])[CH2:10]2)=[O:8])[CH2:6][CH2:5][CH2:4][CH2:3][CH2:2]1.[CH:18]1[C:27]2[C:22](=[CH:23][CH:24]=[CH:25][CH:26]=2)[CH:21]=[CH:20][C:19]=1[S:28](Cl)(=[O:30])=[O:29].OS([O-])(=O)=O.[K+]>C(Cl)Cl.CN(C1C=CN=CC=1)C>[CH:18]1[C:27]2[C:22](=[CH:23][CH:24]=[CH:25][CH:26]=2)[CH:21]=[CH:20][C:19]=1[S:28]([N:13]1[C@H:9]([C:7]([N:1]2[CH2:6][CH2:5][CH2:4][CH2:3][CH2:2]2)=[O:8])[CH2:10][C@H:11]([S:14][C:15](=[O:17])[CH3:16])[CH2:12]1)(=[O:29])=[O:30] |f:2.3|. Procedure details: 300 mg (1.17 mmol) (3S,5S)-Thioacetic acid S-[5-(piperidine-1-carbonyl)-pyrrolidin-3-yl] ester in 25 ml CH2Cl2 were treated with 398 mg (1.75 mmol, 1.5 eq) 2-naphthalene sulfonylchloride in the presence of 214 mg (1.75 mmol, 1.5 eq) DMAP at RT for 1.5 h. The solution was added to 1M KHSO4, the phases were separated and the inorganic extracted with CH2Cl2, the combined organic phases were washed with 1M KHSO4, water and brine, dried over Na2SO4 and were concentrated. Flash chromatography yielded ... Starting materials: COC1=C2C(N(C=NC2=CC(=C1)OC)C1=CC=C(C=C1)OC)=S (5,7-Dimethoxy-3-(4-methoxyphenyl)-4(3H)-quinazolinethione), C(=O)(O)[O-].[Na+] (NaHCO3), B(Br)(Br)Br (BBr3), Cl.N1=CC=CC=C1 (pyridine hydrochloride salt). Run in C(Cl)Cl (CH2Cl2), CO (Methanol). Conditions: temperature 0 celsius. Yields the product OC1=C2C(N(C=NC2=CC(=C1)O)C1=CC=C(C=C1)O)=S (5,7-dihydroxy-3-(4-hydroxyphenyl)-4(3H)-quinazolinethione). Yield: 60.0%. Reaction SMILES: C[O:2][C:3]1[CH:12]=[C:11]([O:13]C)[CH:10]=[C:9]2[C:4]=1[C:5](=[S:23])[N:6]([C:15]1[CH:20]=[CH:19][C:18]([O:21]C)=[CH:17][CH:16]=1)[CH:7]=[N:8]2.B(Br)(Br)Br.Cl.N1C=CC=CC=1.C([O-])(O)=O.[Na+]>C(Cl)Cl.CO>[OH:2][C:3]1[CH:12]=[C:11]([OH:13])[CH:10]=[C:9]2[C:4]=1[C:5](=[S:23])[N:6]([C:15]1[CH:16]=[CH:17][C:18]([OH:21])=[CH:19][CH:20]=1)[CH:7]=[N:8]2 |f:2.3,4.5|. Procedure: 5,7-Dimethoxy-3-(4-methoxyphenyl)-4(3H)-quinazolinethione (6.5 g, 19.8 mmol), as prepared in Example 33, was dissolved in 75 ml of CH2Cl2. The solution was cooled to 0° C. and 37 ml of BBr3 (396 mmol) was added dropwise for 1 h 30 min. The reaction mixture was then stirred at room temperature until complete transformation of the starting material as monitored by HPLC. The reaction mixture was evaporated to dryness. A cold saturated solution of NaHCO3 was added and the resulting solid filtered an... Starting materials: CO, COC(=O)c1ccc(-c2cccnc2)cc1, [Na+], [OH-]. Product: O=C(O)c1ccc(-c2cccnc2)cc1. Reaction SMILES: [CH3:19][OH:20].[CH3:1][O:2][C:3]([c:4]1[cH:5][cH:6][c:7](-[c:10]2[cH:11][n:12][cH:13][cH:14][cH:15]2)[cH:8][cH:9]1)=[O:16].[Na+:18].[OH-:17]>>[O:2]=[C:3]([c:4]1[cH:5][cH:6][c:7](-[c:10]2[cH:11][n:12][cH:13][cH:14][cH:15]2)[cH:8][cH:9]1)[OH:16]. The reactants are FC1=C(C(=CC=C1)F)N=C1N(CCN1)O (2-[(2,6-difluorophenyl)imino]-1-hydroxy-imidazolidine), CC(=O)C.Cl (acetone hydrogen chloride), ClCC1=[N+](C=CC=C1)[O-] (2-chloromethyl-pyridine N-oxide), 1,2-([{2-[(2,6-difluorophenyl)imino]-1-imidazolidinyl}oxy]methyl)-pyridine 1-oxide dihydrochloride. Solvent: O1CCOCC1 (dioxane). Product: Cl.Cl.FC1=C(C(=CC=C1)F)N=C1N(CCN1)OCC1=[N+](C=CC=C1)[O-] (2-([{2-[(2,6-difluorophenyl)imino]-1-imidazolidinyl}oxy]methyl)-pyridine 1-oxide dihydrochloride). Reaction SMILES: [F:1][C:2]1[CH:7]=[CH:6][CH:5]=[C:4]([F:8])[C:3]=1[N:9]=[C:10]1[NH:14][CH2:13][CH2:12][N:11]1[OH:15].[Cl:16][CH2:17][C:18]1[CH:23]=[CH:22][CH:21]=[CH:20][N+:19]=1[O-:24].CC(C)=O.[ClH:29]>O1CCOCC1>[ClH:16].[ClH:29].[F:8][C:4]1[CH:5]=[CH:6][CH:7]=[C:2]([F:1])[C:3]=1[N:9]=[C:10]1[NH:14][CH2:13][CH2:12][N:11]1[O:15][CH2:17][C:18]1[CH:23]=[CH:22][CH:21]=[CH:20][N+:19]=1[O-:24] |f:2.3,5.6.7|. Procedure: From 2-[(2,6-difluorophenyl)imino]-1-hydroxy-imidazolidine and 2-chloromethyl-pyridine N-oxide there is obtained, in analogy to the details in Example 1,2-([{2-[(2,6-difluorophenyl)imino]-1-imidazolidinyl}oxy]methyl)-pyridine 1-oxide dihydrochloride of melting point 188°-189° (acetone/hydrogen chloride in dioxane). Reactants: C=C[Sn](CCCC)(CCCC)CCCC, [Cl-], COC(=O)c1ncccc1OS(=O)(=O)C(F)(F)F, [Li+], CN(C)C=O. Product: C=Cc1cccnc1C(=O)OC. RXN SMILES: [CH2:21]([CH2:22][CH2:34][CH3:35])[Sn:23]([CH2:24][CH2:25][CH2:26][CH3:27])([CH2:28][CH2:29][CH2:30][CH3:31])[CH:32]=[CH2:33].[Cl-:19].[F:1][C:2]([F:3])([F:4])[S:5]([O:6][c:7]1[c:8]([C:13](=[O:14])[O:15][CH3:16])[n:9][cH:10][cH:11][cH:12]1)(=[O:17])=[O:18].[Li+:20].[O:36]=[CH:37][N:38]([CH3:39])[CH3:40]>>[c:7]1([CH:21]=[CH2:22])[c:8]([C:13](=[O:14])[O:15][CH3:16])[n:9][cH:10][cH:11][cH:12]1.